From a dataset of the Open Reaction Database (ORD), a public repository of structured organic reaction records. describe an organic reaction: reactants, conditions, products, and yield Starting materials: C (charcoal), ferric chloride, O.NN (hydrazine monohydrate), CC=1C=C(C=C2CCC(NC12)=O)[N+](=O)[O-] (8-methyl-6-nitro-3,4-dihydro-2(1H)-quinolinone), C (charcoal), ferric chloride, O.NN (hydrazine monohydrate). Run in C(C)O (ethanol). Conditions: time 1 hour. The product is NC=1C=C2CCC(NC2=C(C1)C)=O (6-amino-8-methyl-3,4-dihydro-2(1H)-quinolinone). Yield: 91.3%. RXN SMILES: [CH3:1][C:2]1[CH:3]=[C:4]([N+:13]([O-])=O)[CH:5]=[C:6]2[C:11]=1[NH:10][C:9](=[O:12])[CH2:8][CH2:7]2.C.O.NN>C(O)C>[NH2:13][C:4]1[CH:5]=[C:6]2[C:11](=[C:2]([CH3:1])[CH:3]=1)[NH:10][C:9](=[O:12])[CH2:8][CH2:7]2 |f:2.3|. Reported procedure: To a suspension of 8-methyl-6-nitro-3,4-dihydro-2(1H)-quinolinone (25 g), activated charcoal (8 g) and ferric chloride (2.5 g) in ethanol (700 ml) was dropwise added hydrazine monohydrate (30 g) over the period of 20 minutes at 77° C., and the mixture was stirred for 1 hour. Then, to the reaction mixture were added activated charcoal (3 g) and ferric chloride (1.5 g) and was dropwise added hydrazine monohydrate (10 g). After refluxed for 1.5 hours, the reaction mixture was filtered and the insol... Starting materials: ClC1=CC=C(N=N1)N1N=C(C(=C1O)C(C)=O)C (1-[1-(6-chloro-3-pyridazinyl)-5-hydroxy-3-methyl-1H-pyrazol-4-yl]ethanone), COC(=O)C1=CC=C(C(=O)NN)C=C1 (4-methoxycarbonylbenzhydrazide). Solvent: CS(=O)C (DMSO). Reaction conditions: temperature 100 celsius. Yields the product ClC1=CC=C(N=N1)N1N=C(C(C1=O)=C(C)NNC(=O)C1=CC=C(C(=O)OC)C=C1)C (methyl 4-[(2-{1-[1-(6-chloro-3-pyridazinyl)-3-methyl-5-oxo-1,5-dihydropyrazol-4-ylidene]-ethyl}hydrazino)carbonyl]benzoate). Yield: 64.0%. RXN SMILES: [Cl:1][C:2]1[N:7]=[N:6][C:5]([N:8]2[C:12]([OH:13])=[C:11]([C:14](=O)[CH3:15])[C:10]([CH3:17])=[N:9]2)=[CH:4][CH:3]=1.[CH3:18][O:19][C:20]([C:22]1[CH:31]=[CH:30][C:25]([C:26]([NH:28][NH2:29])=[O:27])=[CH:24][CH:23]=1)=[O:21]>CS(C)=O>[Cl:1][C:2]1[N:7]=[N:6][C:5]([N:8]2[C:12](=[O:13])[C:11](=[C:14]([NH:29][NH:28][C:26]([C:25]3[CH:30]=[CH:31][C:22]([C:20]([O:19][CH3:18])=[O:21])=[CH:23][CH:24]=3)=[O:27])[CH3:15])[C:10]([CH3:17])=[N:9]2)=[CH:4][CH:3]=1. Procedure details: 0.2 mmol of 1-[1-(6-chloro-3-pyridazinyl)-5-hydroxy-3-methyl-1H-pyrazol-4-yl]ethanone and 0.2 mmol of 4-methoxycarbonylbenzhydrazide were dissolved in 2 ml of DMSO and heated at 100° C. for 8 hours with stirring. After the solvent was removed by evaporation, the crude product was dissolved in chloroform and recrystallized from ether to obtain 55 mg of the desired product, methyl 4-[(2-{1-[1-(6-chloro-3-pyridazinyl)-3-methyl-5-oxo-1,5-dihydropyrazol-4-ylidene]-ethyl}hydrazino)carbonyl]benzoate (y... Product: ClC1=C(C(=CC(=C1)C(F)(F)F)Cl)N1C(=C(C(=C1Cl)C#N)SC(F)(F)F)CC(C#N)Cl (1 -(2,6-dichloro-4-trifluoromethylphenyl)-2-(2-chloro-2-cyanoethyl)-3-trifluoromethylthio-4-cyano-5-chloropyrrole). Reactants: cupric chloride, Cl (HCl), N(=O)OC(C)(C)C (t-butyl nitrite), ClC1=C(C(=CC(=C1)C(F)(F)F)Cl)N1C(=C(C(=C1Cl)C#N)SC(F)(F)F)N (1-(2,6-dichloro-4-trifluoromethylphenyl)-2-amino-3-trifluoromethylthio-4-cyano-5-chloropyrrole), C(C=C)#N (acrylonitrile). Reported procedure: To a suspension of 2.90 g (21.6 mmoles) of cupric chloride in a mixture of 20 mL of acetonitrile and 40 mL of acrylonitrile was added 2.73 mL (2.37 g, 23.0 mmoles) of t-butyl nitrite. The resulting black solution was cooled to 0° C., and a solution of 6.66 g (14.7 mmoles) of 1-(2,6-dichloro-4-trifluoromethylphenyl)-2-amino-3-trifluoromethylthio-4-cyano-5-chloropyrrole prepared according to EXAMPLE 8 in 25 mL of acetonitrile was added dropwise and with stirring over a period of 20 minutes. The mi... As a reaction SMILES: N(OC(C)(C)C)=O.[Cl:8][C:9]1[CH:14]=[C:13]([C:15]([F:18])([F:17])[F:16])[CH:12]=[C:11]([Cl:19])[C:10]=1[N:20]1[C:24]([Cl:25])=[C:23]([C:26]#[N:27])[C:22]([S:28][C:29]([F:32])([F:31])[F:30])=[C:21]1N.[ClH:34].[C:35](#[N:38])[CH:36]=[CH2:37]>C(#N)C>[Cl:19][C:11]1[CH:12]=[C:13]([C:15]([F:16])([F:18])[F:17])[CH:14]=[C:9]([Cl:8])[C:10]=1[N:20]1[C:24]([Cl:25])=[C:23]([C:26]#[N:27])[C:22]([S:28][C:29]([F:30])([F:31])[F:32])=[C:21]1[CH2:37][CH:36]([Cl:34])[C:35]#[N:38]. Run at temperature 0 celsius, time 20 minute. Isolated yield 69.0%. Run in C(C)#N (acetonitrile), C(C)#N (acetonitrile). The reactants are NC1=C(C=NN1C(CCCC1=CC=CC=C1)C(C)O)C(=O)N (5-amino-1-[1-(1-hydroxy-ethyl)-4-phenyl-butyl]-1H-pyrazole-4-carboxamide), CC1=CC=C(C=C1)CC(=O)Cl (4-methylphenylacetylchloride). The product is OC(C)C(CCCC1=CC=CC=C1)N1N=CC2=C1N=C(NC2=O)CC2=CC=C(C=C2)C (1-[1-(1-Hydroxy-ethyl)-4-phenyl-butyl]-6-(4-methyl-benzyl)-1,5-dihydro-pyrazolo[3,4-d]-pyrimidin-4-one). RXN SMILES: [NH2:1][C:2]1[N:6]([CH:7]([CH:17]([OH:19])[CH3:18])[CH2:8][CH2:9][CH2:10][C:11]2[CH:16]=[CH:15][CH:14]=[CH:13][CH:12]=2)[N:5]=[CH:4][C:3]=1[C:20]([NH2:22])=[O:21].[CH3:23][C:24]1[CH:29]=[CH:28][C:27]([CH2:30][C:31](Cl)=O)=[CH:26][CH:25]=1>>[OH:19][CH:17]([CH:7]([N:6]1[C:2]2[N:1]=[C:31]([CH2:30][C:27]3[CH:28]=[CH:29][C:24]([CH3:23])=[CH:25][CH:26]=3)[NH:22][C:20](=[O:21])[C:3]=2[CH:4]=[N:5]1)[CH2:8][CH2:9][CH2:10][C:11]1[CH:12]=[CH:13][CH:14]=[CH:15][CH:16]=1)[CH3:18]. Procedure: Starting from 400 g (1.32 mmol) of 5-amino-1-[1-(1-hydroxy-ethyl)-4-phenyl-butyl]-1H-pyrazole-4-carboxamide and 578 mg (3.44 mmol) of 4-methylphenylacetylchloride, the title compound is prepared analogously to the protocol of Example 13. This gives 117 mg (21%) of the diastereomer which elutes more rapidly, M.p.: 133° C., and 75 mg (13.6%) of the diastereomer which elutes more slowly, M.p.: 136° C. The reactants are ClC1=CC(=C(C(=O)O)C=C1)C (4-Chloro-2-methylbenzoic acid), C(C)(=O)O.C(C)(=O)O.IC1=CC=CC=C1 (iodobenzene diacetate), II (iodine). The reagents and catalysts are C(C)(=O)[O-].[Pd+2].C(C)(=O)[O-] (palladium(II) acetate). Run in CN(C=O)C (N,N-dimethylformamide), COC(C)(C)C (methyl-tert-butylether), Cl (hydrochloric acid). Run at temperature 100 celsius, time 8 hour. Product: ClC1=CC(=C(C(=O)O)C(=C1)C)I (4-chloro-2-iodo-6-methylbenzoic acid). Isolated yield 94.4%. RXN SMILES: [Cl:1][C:2]1[CH:10]=[CH:9][C:5]([C:6]([OH:8])=[O:7])=[C:4]([CH3:11])[CH:3]=1.C(O)(=O)C.C(O)(=O)C.[I:20]C1C=CC=CC=1.II>CN(C)C=O.COC(C)(C)C.Cl.C([O-])(=O)C.[Pd+2].C([O-])(=O)C>[Cl:1][C:2]1[CH:3]=[C:4]([CH3:11])[C:5]([C:6]([OH:8])=[O:7])=[C:9]([I:20])[CH:10]=1 |f:1.2.3,8.9.10|. Procedure: 4-Chloro-2-methylbenzoic acid (1.7 g, 10 mmol), palladium(II) acetate (112 mg, 0.5 mmol), iodobenzene diacetate (6.44 g, 20 mmol) and elemental iodine (5.08 g, 20 mmol) were dissolved in N,N-dimethylformamide (50 mL) and stirred overnight at 100° C. The reaction mixture was cooled to room temperature, diluted with methyl-tert-butylether and 2M hydrochloric acid and washed with 10% aqueous solution of sodium metabisulphite. Organic phase was extracted with 2M sodium hydroxide and the resulting ba... The reactants are BrC1=C(C=CC=C1)C(F)(F)F (2-bromobenzotrifluoride), [Li]CCCC (BuLi), CCCCCC (hexane), solution, C(C)N(CCN1C(=O)C(=O)C2=C(C=C(C=C12)I)C(F)(F)F)CC (1-(2-diethylaminoethyl)-4-trifluoromethyl-6-iodoisatin). Run in C1CCOC1 (THF), C1CCOC1 (THF). Reaction conditions: time 10 minute. The product is C(C)N(CCN1C(C(C2=C(C=C(C=C12)I)C(F)(F)F)(C1=C(C=CC=C1)C(F)(F)F)O)=O)CC (1-(2-Diethylaminoethyl)-4-trifluoromethyl-6-iodo-3-hydroxy-3-(2-trifluoromethylphenyl)oxindole). Yield: 20.5%. RXN SMILES: Br[C:2]1[CH:7]=[CH:6][CH:5]=[CH:4][C:3]=1[C:8]([F:11])([F:10])[F:9].[Li]CCCC.CCCCCC.[CH2:23]([N:25]([CH2:44][CH3:45])[CH2:26][CH2:27][N:28]1[C:38]2[C:33](=[C:34]([C:40]([F:43])([F:42])[F:41])[CH:35]=[C:36]([I:39])[CH:37]=2)[C:31](=[O:32])[C:29]1=[O:30])[CH3:24]>C1COCC1>[CH2:44]([N:25]([CH2:23][CH3:24])[CH2:26][CH2:27][N:28]1[C:38]2[C:33](=[C:34]([C:40]([F:42])([F:43])[F:41])[CH:35]=[C:36]([I:39])[CH:37]=2)[C:31]([OH:32])([C:2]2[CH:7]=[CH:6][CH:5]=[CH:4][C:3]=2[C:8]([F:11])([F:10])[F:9])[C:29]1=[O:30])[CH3:45]. Procedure details: To a solution of 2-bromobenzotrifluoride (0.3 mL, 2.23 mmol) in THF (1.5 mL) was added dropwise 1.53 N BuLi in hexane (1.45 mL, 2.22 mmol) over 10 min at −78° C. and the mixture was stirred for 10 min. The resulting solution (1.2 mL, 0.82 mmol) was then added dropwise to the cooled solution of 1-(2-diethylaminoethyl)-4-trifluoromethyl-6-iodoisatin (352 mg, 0.8 mmol) in THF (4 mL) at −78° C. via a syringe. The mixture was allowed to warm to room temperature and stirred for 30 min. The reaction wa...